From a dataset of the Open Reaction Database (ORD), a public repository of structured organic reaction records. describe an organic reaction: reactants, conditions, products, and yield Reaction SMILES: [CH3:18][c:19]1[cH:20][cH:21][cH:22][cH:23][cH:24]1.[Cl:1][c:2]1[cH:3][c:4]([C:5](=[O:6])[OH:7])[cH:8][cH:9][c:10]1[N+:11](=[O:12])[O-:13].[S:14]([Cl:15])([Cl:16])=[O:17]>>[Cl:1][c:2]1[cH:3][c:4]([C:5](=[O:6])[Cl:16])[cH:8][cH:9][c:10]1[N+:11](=[O:12])[O-:13]. The reactants are Cc1ccccc1, O=C(O)c1ccc([N+](=O)[O-])c(Cl)c1, O=S(Cl)Cl. Product: O=C(Cl)c1ccc([N+](=O)[O-])c(Cl)c1. The reactants are BrCCBr, CCC(CC)(C(=O)[O-])C(=O)[O-], CC[N+](CC)(CC)Cc1ccccc1, [Cl-], [Na+], [OH-], O=S(=O)(O)O. Product: O=C(O)C1(C(=O)O)CC1. As a reaction SMILES: [Br:12][CH2:13][CH2:14][Br:15].[CH2:1]([CH3:2])[C:3]([C:4](=[O:5])[O-:6])([C:7](=[O:8])[O-:9])[CH2:10][CH3:11].[CH2:24]([N+:25]([CH2:26][CH3:27])([CH2:28][CH3:29])[CH2:30][CH3:31])[c:32]1[cH:33][cH:34][cH:35][cH:36][cH:37]1.[Cl-:23].[Na+:22].[OH-:21].[S:16](=[O:17])(=[O:18])([OH:19])[OH:20]>>[C:3]1([C:4](=[O:5])[OH:6])([C:7](=[O:8])[OH:9])[CH2:10][CH2:11]1. Starting materials: FC=1C=C2C(N(C(NC2=CC1[N+](=O)[O-])=O)NS(=O)(=O)C)=O (N-(6-fluoro-7-nitro-2,4-dioxo-1,4-dihydro-2H-quinazolin-3-yl)-methanesulfonamide), COC1=C(CN)C=CC(=C1)OC (2,4-dimethoxybenzylamine). The solvent is C(C)O (ethanol). Yields the product NC=1C=C2C(N(C(NC2=CC1[N+](=O)[O-])=O)NS(=O)(=O)C)=O (N-(6-Amino-7-nitro-2,4-dioxo-1,4-dihydro-2H-quinazolin-3-yl)-methanesulfonamide). RXN SMILES: F[C:2]1[CH:3]=[C:4]2[C:9](=[CH:10][C:11]=1[N+:12]([O-:14])=[O:13])[NH:8][C:7](=[O:15])[N:6]([NH:16][S:17]([CH3:20])(=[O:19])=[O:18])[C:5]2=[O:21].COC1C=C(OC)C=CC=1C[NH2:27]>C(O)C>[NH2:27][C:2]1[CH:3]=[C:4]2[C:9](=[CH:10][C:11]=1[N+:12]([O-:14])=[O:13])[NH:8][C:7](=[O:15])[N:6]([NH:16][S:17]([CH3:20])(=[O:19])=[O:18])[C:5]2=[O:21]. Procedure details: To the yellow solution of N-(6-fluoro-7-nitro-2,4-dioxo-1,4-dihydro-2H-quinazolin-3-yl)-methanesulfonamide (500 mg, 1.57 mmol) in ethanol (0.5 ml) is added 2,4-dimethoxybenzylamine (4.72 ml, 31.4 mmol) under argon. The solution is heated at 150° in a closed vial in a microwave reactor for 4 minutes. After removal of the solvent and 2,4-dimethoxybenzylamine by high-vacuum rotavapor evaporation the remaining deep purple oil is treated with diethyl ether to obtain a suspension, which is filtered an... Product: COc1ccc(C2Sc3cc(C)c(C)cc3N(CCN(C)C)C(=O)C2O)cc1. Starting materials: O=C([O-])[O-], COc1ccc(C2Sc3cc(C)c(C)cc3NC(=O)C2O)cc1, CN(C)CCCl, CC(C)=O, Cl, [K+], [K+]. As a reaction SMILES: [C:31](=[O:32])([O-:33])[O-:34].[CH3:1][O:2][c:3]1[cH:4][cH:5][c:6]([CH:9]2[S:10][c:11]3[c:12]([cH:18][c:19]([CH3:23])[c:20]([CH3:22])[cH:21]3)[NH:13][C:14](=[O:17])[CH:15]2[OH:16])[cH:7][cH:8]1.[CH3:25][N:26]([CH2:27][CH2:28][Cl:29])[CH3:30].[CH3:37][C:38](=[O:39])[CH3:40].[ClH:24].[K+:35].[K+:36]>>[CH3:1][O:2][c:3]1[cH:4][cH:5][c:6]([CH:9]2[S:10][c:11]3[c:12]([cH:18][c:19]([CH3:23])[c:20]([CH3:22])[cH:21]3)[N:13]([CH2:28][CH2:27][N:26]([CH3:25])[CH3:30])[C:14](=[O:17])[CH:15]2[OH:16])[cH:7][cH:8]1. The reactants are [BH4-], CC(=O)O, O=CC=C(Cl)C(F)(F)F, [Na+]. The product is OCC=C(Cl)C(F)(F)F. Reaction SMILES: [BH4-:10].[CH3:12][C:13](=[O:14])[OH:15].[Cl:1][C:2](=[CH:3][CH:4]=[O:5])[C:6]([F:7])([F:8])[F:9].[Na+:11]>>[Cl:1][C:2](=[CH:3][CH2:4][OH:5])[C:6]([F:7])([F:8])[F:9].